From a dataset of the Open Reaction Database (ORD), a public repository of structured organic reaction records. describe an organic reaction: reactants, conditions, products, and yield Reactants: CO, Cl, COC(=O)c1ccc(N)c(Cl)c1, [Na+], [OH-]. Product: Nc1ccc(C(=O)O)cc1Cl. As a reaction SMILES: [CH3:16][OH:17].[ClH:15].[NH2:3][c:4]1[c:5]([Cl:14])[cH:6][c:7]([C:8](=[O:9])[O:10][CH3:11])[cH:12][cH:13]1.[Na+:2].[OH-:1]>>[NH2:3][c:4]1[c:5]([Cl:14])[cH:6][c:7]([C:8](=[O:9])[OH:10])[cH:12][cH:13]1. Reported procedure: The title compound was prepared using a similar method to that described in Prashad et al, Adv. Synth. Catal. 2001, 343, No. 5, pp 461-472: ie by resolution of the free base form of racemic 5-bromo-2-aminoindan using (1S)-(+)-10-camphorsulphonic acid to obtain (R)-5-bromo-2-aminoindan (1S)-(+)-10-camphorsulfonate salt. The enantiomeric purity of (R)-5-bromo-2-aminoindan (1S)-(+)-10-camphorsulfonate salt was checked by HPLC using the following conditions: Yields the product BrC=1C=C2C[C@@H](CC2=CC1)N ((R)-5-bromo-2-aminoindan), [C@]12(C(=O)CC(CC1)C2(C)C)CS(=O)(=O)O.BrC=2C=C1C[C@@H](CC1=CC2)N ((R)-5-bromo-2-aminoindan (1S)-(+)-10-camphorsulfonate salt). Starting materials: BrC=1C=C2CC(CC2=CC1)N (racemic 5-bromo-2-aminoindan), [C@]12(C(=O)CC(CC1)C2(C)C)CS(=O)(=O)O ((1S)-(+)-10-camphorsulphonic acid). Reaction SMILES: [Br:1][C:2]1[CH:3]=[C:4]2[C:8](=[CH:9][CH:10]=1)[CH2:7][CH:6]([NH2:11])[CH2:5]2.[C@:12]12([CH2:22][S:23]([OH:26])(=[O:25])=[O:24])[C:19]([CH3:21])([CH3:20])[CH:16]([CH2:17][CH2:18]1)[CH2:15][C:13]2=[O:14]>>[Br:1][C:2]1[CH:3]=[C:4]2[C:8](=[CH:9][CH:10]=1)[CH2:7][C@@H:6]([NH2:11])[CH2:5]2.[C@:12]12([CH2:22][S:23]([OH:26])(=[O:24])=[O:25])[C:19]([CH3:21])([CH3:20])[CH:16]([CH2:17][CH2:18]1)[CH2:15][C:13]2=[O:14].[Br:1][C:2]1[CH:3]=[C:4]2[C:8](=[CH:9][CH:10]=1)[CH2:7][C@@H:6]([NH2:11])[CH2:5]2 |f:3.4|.